Dataset: the Open Reaction Database (ORD), a public repository of structured organic reaction records. Task: describe an organic reaction: reactants, conditions, products, and yield RXN SMILES: [F:1][C:2]1[CH:18]=[CH:17][C:5]([NH:6][S:7]([C:10]2[CH:15]=[CH:14][C:13]([CH3:16])=[CH:12][CH:11]=2)(=[O:9])=[O:8])=[CH:4][CH:3]=1.[N+:19]([O-])([OH:21])=[O:20].O>C(O)(=O)C>[F:1][C:2]1[CH:18]=[CH:17][C:5]([NH:6][S:7]([C:10]2[CH:15]=[CH:14][C:13]([CH3:16])=[CH:12][CH:11]=2)(=[O:9])=[O:8])=[C:4]([N+:19]([O-:21])=[O:20])[CH:3]=1. Run in C(C)(=O)O (acetic acid). Reaction conditions: temperature 50 celsius, time 40 minute. Procedure details: To a suspension of 4′-fluoro-p-toluenesulfonanilide (486.6 g (1.80 mol) in acetic acid (955 ml), 97% fuming nitric acid (128.6 g (1.98 mol) was added dropwise, keeping the inner temperature at 45° C., over a period of 40 minutes. After completion of the addition, the reaction mixture was stirred at 50° C. for 2 hours and left to cool to room temperature. Water (2000 ml) was then added and the mixture was stirred for 30 minutes. The crystals separated were filtered and washed with water to give 5... Starting materials: [N+](=O)(O)[O-] (nitric acid), FC1=CC=C(NS(=O)(=O)C2=CC=C(C=C2)C)C=C1 (4′-fluoro-p-toluenesulfonanilide), O (Water). The yield is 97.0%. The product is FC1=CC(=C(NS(=O)(=O)C2=CC=C(C=C2)C)C=C1)[N+](=O)[O-] (4′-fluoro-2′-nitro-p-toluenesulfonanilide). Starting materials: SCCCS, CCCCCCCCCCCCOc1ccc(C=O)cc1OCCCCCCCCCCCC, ClC(Cl)Cl, Cl. Reaction SMILES: [CH2:1]([CH2:2][CH2:3][SH:4])[SH:5].[CH2:6]([CH2:7][CH2:8][CH2:9][CH2:10][CH2:11][CH2:12][CH2:13][CH2:14][CH2:15][CH2:16][CH3:17])[O:18][c:19]1[cH:20][c:21]([CH:22]=[O:23])[cH:24][cH:25][c:26]1[O:27][CH2:28][CH2:29][CH2:30][CH2:31][CH2:32][CH2:33][CH2:34][CH2:35][CH2:36][CH2:37][CH2:38][CH3:39].[CH:41]([Cl:42])([Cl:43])[Cl:44].[ClH:40]>>[CH2:1]1[CH2:2][CH2:3][S:4][CH:22]([c:21]2[cH:20][c:19]([O:18][CH2:6][CH2:7][CH2:8][CH2:9][CH2:10][CH2:11][CH2:12][CH2:13][CH2:14][CH2:15][CH2:16][CH3:17])[c:26]([O:27][CH2:28][CH2:29][CH2:30][CH2:31][CH2:32][CH2:33][CH2:34][CH2:35][CH2:36][CH2:37][CH2:38][CH3:39])[cH:25][cH:24]2)[S:5]1. The product is CCCCCCCCCCCCOc1ccc(C2SCCCS2)cc1OCCCCCCCCCCCC. Reactants: BrC=1C=NNC1 (4-bromo-1H-pyrazole), BrCC(=O)OC(C)(C)C (tert butyl bromoacetate). The product is C(C)(C)(C)OC(CN1N=CC(=C1)Br)=O (tert-Butyl[4-bromo-1H-pyrazol-1-yl]acetate). As a reaction SMILES: [Br:1][C:2]1[CH:3]=[N:4][NH:5][CH:6]=1.Br[CH2:8][C:9]([O:11][C:12]([CH3:15])([CH3:14])[CH3:13])=[O:10]>>[C:12]([O:11][C:9](=[O:10])[CH2:8][N:4]1[CH:3]=[C:2]([Br:1])[CH:6]=[N:5]1)([CH3:15])([CH3:14])[CH3:13]. Procedure details: The title compound was prepared according to the method described for Preparation 79 using 4-bromo-1H-pyrazole and tert butyl bromoacetate to afford the title compound as a yellow solid in 34% yield, 48.0 g. The reactants are C(C)N(C(C)C)C(C)C (N-ethyl-N-isopropylpropan-2-amine), BrC1=CC(=NC=C1)C(=O)O (4-bromopicolinic acid), NCCO (2-aminoethanol), C=1C=CC2=C(C1)N=NN2O (HOBt), C(CCl)Cl (EDC). Solvent: CN(C)C=O (DMF), C(Cl)Cl (DCM). Run at time 18 hour. Product: BrC1=CC(=NC=C1)C(=O)NCCO (4-bromo-N-(2-hydroxyethyl)picolinamide). As a reaction SMILES: [Br:1][C:2]1[CH:7]=[CH:6][N:5]=[C:4]([C:8]([OH:10])=O)[CH:3]=1.[NH2:11][CH2:12][CH2:13][OH:14].C1C=CC2N(O)N=NC=2C=1.C(Cl)CCl.C(N(C(C)C)C(C)C)C>CN(C=O)C.C(Cl)Cl>[Br:1][C:2]1[CH:7]=[CH:6][N:5]=[C:4]([C:8]([NH:11][CH2:12][CH2:13][OH:14])=[O:10])[CH:3]=1. Procedure details: To 4-bromopicolinic acid (0.3 g, 1.485 mmol) in DMF (4 mL) were added 2-aminoethanol (0.181 g, 2.97 mmol), HOBt (0.301 g, 2.228 mmol), and EDC (0.456 g, 2.376 mmol), followed by N-ethyl-N-isopropylpropan-2-amine (1.293 mL, 7.43 mmol). The reaction mixture was stirred for 18 hours at room temperature. The reaction mixture was diluted with DCM, washed with brine, and concentrated to give the title compound, which was used without further purification. Reactants: [Al+3], [Al+3], CCC12CCC(=O)C(C)=C1c1ccc3[nH]ncc3c1C2, C1CCOC1, CCOCC, [Cl-], [Cl-], [Cl-], [H-], [H-], [H-], [H-], [Li+]. Yields the product CCC12CCCC(C)=C1c1ccc3[nH]ncc3c1C2. RXN SMILES: [Al+3:15].[Al+3:2].[CH2:16]([CH3:17])[C:18]12[CH2:19][c:20]3[c:21]4[cH:22][n:23][nH:24][c:25]4[cH:26][cH:27][c:28]3[C:29]1=[C:30]([CH3:35])[C:31](=[O:34])[CH2:32][CH2:33]2.[CH2:7]1[O:8][CH2:9][CH2:10][CH2:11]1.[CH3:36][CH2:37][O:38][CH2:39][CH3:40].[Cl-:12].[Cl-:13].[Cl-:14].[H-:1].[H-:4].[H-:5].[H-:6].[Li+:3]>>[CH2:16]([CH3:17])[C:18]12[CH2:19][c:20]3[c:21]4[cH:22][n:23][nH:24][c:25]4[cH:26][cH:27][c:28]3[C:29]1=[C:30]([CH3:35])[CH2:31][CH2:32][CH2:33]2. Starting materials: ClC=1C(=NC=C(C1)Cl)F (3,5-dichloro-2-fluoropyridine), ClC=1C=C(C(=O)OC)C=CC1S(NCC=1C=C2C=NN(C2=CC1)C)(=O)=O (methyl 3-chloro-4-(N-((1-methyl-1H-indazol-5-yl)methyl)sulfamoyl)benzoate). Product: ClC=1C=C(C(=O)OC)C=CC1S(N(CC=1C=C2C=NN(C2=CC1)C)C1=NC=C(C=C1Cl)Cl)(=O)=O (Methyl 3-chloro-4-(N-(3,5-dichloropyridin-2-yl)-N-((1-methyl-1H-indazol-5-yl)methyl)sulfamoyl)benzoate). As a reaction SMILES: [Cl:1][C:2]1[C:3](F)=[N:4][CH:5]=[C:6]([Cl:8])[CH:7]=1.[Cl:10][C:11]1[CH:12]=[C:13]([CH:18]=[CH:19][C:20]=1[S:21](=[O:35])(=[O:34])[NH:22][CH2:23][C:24]1[CH:25]=[C:26]2[C:30](=[CH:31][CH:32]=1)[N:29]([CH3:33])[N:28]=[CH:27]2)[C:14]([O:16][CH3:17])=[O:15]>>[Cl:10][C:11]1[CH:12]=[C:13]([CH:18]=[CH:19][C:20]=1[S:21](=[O:34])(=[O:35])[N:22]([C:3]1[C:2]([Cl:1])=[CH:7][C:6]([Cl:8])=[CH:5][N:4]=1)[CH2:23][C:24]1[CH:25]=[C:26]2[C:30](=[CH:31][CH:32]=1)[N:29]([CH3:33])[N:28]=[CH:27]2)[C:14]([O:16][CH3:17])=[O:15]. Procedure details: The titled compound was prepared according to the procedure described in step-2 of Example 1 from 3,5-dichloro-2-fluoropyridine and methyl 3-chloro-4-(N-((1-methyl-1H-indazol-5-yl)methyl)sulfamoyl)benzoate (step-2 of Example 24). Reactants: COC1=CC=C(C=C1)C1=CC=C(C(=O)O)C=C1 (4-(4'-methoxyphenyl)benzoic acid), Cl[C@H](C[C@@H](OC1=CC=C(C=C1)O)C)C ((S,S)-4-(3'-chloro-1'-methylbutoxy)phenol), C1(CCCCC1)N=C=NC1CCCCC1 (dicyclohexylcarbodiimide), N1(CCCC1)C1=CC=NC=C1 (4-pyrrolidino-pyridine). Run in C(Cl)Cl (methylene chloride). Yields the product Cl[C@H](C[C@@H](OC1=CC=C(C=C1)OC(C1=CC=C(C=C1)C1=CC=C(C=C1)OC)=O)C)C ((S,S)-4-(4'-METHOXYPHENYL)-BENZOIC ACID-4-(3'-CHLORO-1'-METHYLBUTOXY)-PHENYL ESTER). RXN SMILES: [CH3:1][O:2][C:3]1[CH:8]=[CH:7][C:6]([C:9]2[CH:17]=[CH:16][C:12]([C:13]([OH:15])=[O:14])=[CH:11][CH:10]=2)=[CH:5][CH:4]=1.[Cl:18][C@@H:19]([CH3:31])[CH2:20][C@H:21]([CH3:30])[O:22][C:23]1[CH:28]=[CH:27][C:26](O)=[CH:25][CH:24]=1.C1(N=C=NC2CCCCC2)CCCCC1.N1(C2C=CN=CC=2)CCCC1>C(Cl)Cl>[Cl:18][C@@H:19]([CH3:31])[CH2:20][C@H:21]([CH3:30])[O:22][C:23]1[CH:28]=[CH:27][C:26]([O:14][C:13](=[O:15])[C:12]2[CH:16]=[CH:17][C:9]([C:6]3[CH:5]=[CH:4][C:3]([O:2][CH3:1])=[CH:8][CH:7]=3)=[CH:10][CH:11]=2)=[CH:25][CH:24]=1. Procedure: 0.50 g of 4-(4'-methoxyphenyl)benzoic acid, 0.44 g of (S,S)-4-(3'-chloro-1'-methylbutoxy)phenol, 0.45 g of dicyclohexylcarbodiimide, 0.05 g of 4-pyrrolidino-pyridine and 20 ml of methylene chloride were stirred together at room temperature for five hours. The crude product obtained in the same manner as the one described in Example 8 was purified by silica gel column chromatography with the use of a mixture of n-hexane and ethyl acetate (85:15) as a developing solvent and recrystallized from eth...